From a dataset of the Open Reaction Database (ORD), a public repository of structured organic reaction records. describe an organic reaction: reactants, conditions, products, and yield The reactants are COc1ccc(CNc2nccc(Oc3ccc(NC(=O)NC(=O)Cc4ccc(F)cc4)cc3F)n2)cc1, CCOC(C)=O, CO, ClCCl. The product is Nc1nccc(Oc2ccc(NC(=O)NC(=O)Cc3ccc(F)cc3)cc2F)n1. RXN SMILES: [CH3:1][O:2][c:3]1[cH:4][cH:5][c:6]([CH2:7][NH:8][c:9]2[n:10][cH:11][cH:12][c:13]([O:15][c:16]3[c:17]([F:36])[cH:18][c:19]([NH:22][C:23](=[O:24])[NH:25][C:26]([CH2:27][c:28]4[cH:29][cH:30][c:31]([F:34])[cH:32][cH:33]4)=[O:35])[cH:20][cH:21]3)[n:14]2)[cH:37][cH:38]1.[CH3:39][CH2:40][O:41][C:42]([CH3:43])=[O:44].[CH3:45][OH:46].[Cl:47][CH2:48][Cl:49]>>[NH2:8][c:9]1[n:10][cH:11][cH:12][c:13]([O:15][c:16]2[c:17]([F:36])[cH:18][c:19]([NH:22][C:23](=[O:24])[NH:25][C:26]([CH2:27][c:28]3[cH:29][cH:30][c:31]([F:34])[cH:32][cH:33]3)=[O:35])[cH:20][cH:21]2)[n:14]1. Yields the product CCC(=O)Nc1ccc(C(=O)N(C)C)c(S(=O)(=O)NC(=O)Nc2nc(OC)cc(OC)n2)c1. As a reaction SMILES: [CH2:41]1[CH2:42][CH2:43][C:44]2=[N:49][CH2:48][CH2:47][CH2:46][N:45]2[CH2:50][CH2:51]1.[CH3:1][N:2]([C:3](=[O:4])[c:5]1[c:6]([S:16](=[O:17])(=[O:18])[NH2:19])[cH:7][c:8]([NH:11][C:12]([CH2:13][CH3:14])=[O:15])[cH:9][cH:10]1)[CH3:20].[CH3:21][O:22][c:23]1[n:24][c:25]([NH:31][C:32](=[O:33])[O:34][c:35]2[cH:36][cH:37][cH:38][cH:39][cH:40]2)[n:26][c:27]([O:29][CH3:30])[cH:28]1.[CH3:59][C:60]#[N:61].[S:52](=[N:53][C:54]([NH2:55])=[O:56])(=[O:57])=[O:58]>>[CH3:1][N:2]([C:3](=[O:4])[c:5]1[c:6]([S:16](=[O:17])(=[O:18])[NH:19][C:32]([NH:31][c:25]2[n:24][c:23]([O:22][CH3:21])[cH:28][c:27]([O:29][CH3:30])[n:26]2)=[O:33])[cH:7][c:8]([NH:11][C:12]([CH2:13][CH3:14])=[O:15])[cH:9][cH:10]1)[CH3:20]. The reactants are C1CCC2=NCCCN2CC1, CCC(=O)Nc1ccc(C(=O)N(C)C)c(S(N)(=O)=O)c1, COc1cc(OC)nc(NC(=O)Oc2ccccc2)n1, CC#N, NC(=O)N=S(=O)=O. The product is ClCCC(COC1=CC=C(C=C1)Cl)O (4-Chloro-1-(4-chlorophenoxy)-2-butanol). Solvent: O (water). Reactants: ClC1=CC=C(C=C1)O (p-chlorophenol), ClCC(CCCl)O (1,4-dichloro-2-butanol), [OH-].[Na+] (sodium hydroxide). Reported procedure: 4-Chloro-1-(4-chlorophenoxy)-2-butanol was prepared using the procedure of Preparation 7 from 45 g. (0.5 mole) of p-chlorophenol, 72 g. (0.5 mole) of 1,4-dichloro-2-butanol, 40 g. (1.0 mole) of sodium hydroxide and 400 ml. of water to give 85 g. (36.1%) of product which melted at 62°-64° C. after recrystallization from isopropanol. RXN SMILES: [Cl:1][C:2]1[CH:7]=[CH:6][C:5]([OH:8])=[CH:4][CH:3]=1.Cl[CH2:10][CH:11]([OH:15])[CH2:12][CH2:13][Cl:14].[OH-].[Na+]>O>[Cl:14][CH2:13][CH2:12][CH:11]([OH:15])[CH2:10][O:8][C:5]1[CH:6]=[CH:7][C:2]([Cl:1])=[CH:3][CH:4]=1 |f:2.3|. Reactants: COc1cccc(-c2oc(C)nc2C(=O)O)c1, CC(F)(F)c1ccc(Cn2ccc(N)n2)o1. Yields the product COc1cccc(-c2oc(C)nc2C(=O)Nc2ccn(Cc3ccc(C(C)(F)F)o3)n2)c1. As a reaction SMILES: [CH3:17][O:18][c:19]1[cH:20][c:21](-[c:25]2[c:26]([C:31](=[O:32])[OH:33])[n:27][c:28]([CH3:30])[o:29]2)[cH:22][cH:23][cH:24]1.[F:1][C:2]([CH3:3])([F:4])[c:5]1[cH:6][cH:7][c:8]([CH2:10][n:11]2[n:12][c:13]([NH2:16])[cH:14][cH:15]2)[o:9]1>>[F:1][C:2]([CH3:3])([F:4])[c:5]1[cH:6][cH:7][c:8]([CH2:10][n:11]2[n:12][c:13]([NH:16][C:31]([c:26]3[c:25](-[c:21]4[cH:20][c:19]([O:18][CH3:17])[cH:24][cH:23][cH:22]4)[o:29][c:28]([CH3:30])[n:27]3)=[O:32])[cH:14][cH:15]2)[o:9]1. The reactants are [Cl-].[NH4+] (ammonium chloride), FC1=C(OC2NC=NN3C2=C(C=C3)C(C)C)C=CC(=C1)[N+](=O)[O-] (4-(2-fluoro-4-nitrophenoxy)-5-isopropyl-3,4-dihydropyrrolo[2,1-f][1,2,4]triazine). The reagents and catalysts are [Zn] (zinc). Run in CO.O1CCCC1 (methanol tetrahydrofuran). Reaction conditions: time 4 hour. Product: FC=1C=C(C=CC1OC1NC=NN2C1=C(C=C2)C(C)C)N (3-Fluoro-4-(5-isopropyl-3,4-dihydropyrrolo[2,1-f][1,2,4]triazin-4-yloxy)benzenamine). Isolated yield 10.0%. As a reaction SMILES: [F:1][C:2]1[CH:20]=[C:19]([N+:21]([O-])=O)[CH:18]=[CH:17][C:3]=1[O:4][CH:5]1[C:10]2=[C:11]([CH:14]([CH3:16])[CH3:15])[CH:12]=[CH:13][N:9]2[N:8]=[CH:7][NH:6]1.[Cl-].[NH4+]>[Zn].CO.O1CCCC1>[F:1][C:2]1[CH:20]=[C:19]([NH2:21])[CH:18]=[CH:17][C:3]=1[O:4][CH:5]1[C:10]2=[C:11]([CH:14]([CH3:15])[CH3:16])[CH:12]=[CH:13][N:9]2[N:8]=[CH:7][NH:6]1 |f:1.2,4.5|. Procedure details: To a heterogeneous mixture of 4-(2-fluoro-4-nitrophenoxy)-5-isopropyl-3,4-dihydropyrrolo[2,1-f][1,2,4]triazine (0.044 g, 1.39 mmol, 10 equiv) in 1/1 anhydrous methanol/tetrahydrofuran (2 mL), at ambient temperature under nitrogen atmosphere, was added zinc dust (0.090 g, 0.139 mmol, 1.0 equiv) and ammonium chloride (0.075 g, 1.39 mmol, 10 equiv). The mixture was stirred for 4 h before the catalyst was filtered off and the filtrate was concentrated in vacuo to yield the title compound (0.040 g, 1... The reactants are [BH3-]C#N, CNC, CO, CC(=O)O, Cc1cccc(-c2[nH]c(C=O)nc2-c2ccc3nn(C)nc3c2)n1, [Na+], [Na+], C1CCOC1, [OH-], O. The product is Cc1cccc(-c2[nH]c(CN(C)C)nc2-c2ccc3nn(C)nc3c2)n1. Reaction SMILES: [C:33]([BH3-:34])#[N:35].[CH3:1][NH:2][CH3:3].[CH3:39][OH:40].[CH3:42][C:43](=[O:44])[OH:45].[CH3:9][n:10]1[n:11][c:12]2[c:13]([n:14]1)[cH:15][cH:16][c:17](-[c:19]1[n:20][c:21]([CH:31]=[O:32])[nH:22][c:23]1-[c:24]1[n:25][c:26]([CH3:30])[cH:27][cH:28][cH:29]1)[cH:18]2.[Na+:36].[Na+:38].[O:4]1[CH2:5][CH2:6][CH2:7][CH2:8]1.[OH-:37].[OH2:41]>>[CH3:1][N:2]([CH3:3])[CH2:31][c:21]1[n:20][c:19](-[c:17]2[cH:16][cH:15][c:13]3[c:12]([n:11][n:10]([CH3:9])[n:14]3)[cH:18]2)[c:23](-[c:24]2[n:25][c:26]([CH3:30])[cH:27][cH:28][cH:29]2)[nH:22]1. Starting materials: Cc1cc(O)c(C(C)(C)C)cc1C=O, C1CCOC1, CN(C)C(=S)Cl, [K+], [OH-], O. Yields the product Cc1cc(OC(=S)N(C)C)c(C(C)(C)C)cc1C=O. RXN SMILES: [C:3]([CH3:4])([CH3:5])([CH3:6])[c:7]1[c:8]([OH:16])[cH:9][c:10]([CH3:15])[c:11]([CH:12]=[O:13])[cH:14]1.[CH2:24]1[O:25][CH2:26][CH2:27][CH2:28]1.[CH3:17][N:18]([C:19](=[S:20])[Cl:21])[CH3:22].[K+:2].[OH-:1].[OH2:23]>>[C:3]([CH3:4])([CH3:5])([CH3:6])[c:7]1[c:8]([O:16][C:19]([N:18]([CH3:17])[CH3:22])=[S:20])[cH:9][c:10]([CH3:15])[c:11]([CH:12]=[O:13])[cH:14]1. The reactants are COC=1C=C(N)C=C(C1)OC (3,5-dimethoxyaniline), FC(C(=O)OCC)(F)F (ethyl trifluoroacetate). The reagents and catalysts are CN(C1=CC=NC=C1)C (4-(dimethylamino)pyridine). Solvent: O1CCCC1 (tetrahydrofuran). Yields the product COC=1C=C(C=C(C1)OC)NC(C(F)(F)F)=O (N-(3,5-Dimethoxy-phenyl)-2,2,2-trifluoro-acetamide). Yield: 97.4%. As a reaction SMILES: [CH3:1][O:2][C:3]1[CH:4]=[C:5]([CH:7]=[C:8]([O:10][CH3:11])[CH:9]=1)[NH2:6].[F:12][C:13]([F:20])([F:19])[C:14](OCC)=[O:15]>O1CCCC1.CN(C)C1C=CN=CC=1>[CH3:11][O:10][C:8]1[CH:7]=[C:5]([NH:6][C:14](=[O:15])[C:13]([F:20])([F:19])[F:12])[CH:4]=[C:3]([O:2][CH3:1])[CH:9]=1. Reported procedure: To 3,5-dimethoxyaniline (20 g, 131 mmol) dissolved in anhydrous tetrahydrofuran (90 mL) was added 4-(dimethylamino)pyridine (1.6 g, 13.1 mmol) and ethyl trifluoroacetate (47 mL, 392 mmol). After refluxing 48 hours, the cooled reaction mixture was concentrated and partitioned between ethyl acetate (300 mL) and 2N hydrochloric acid (100 mL). The ethyl acetate layer was washed with water (100 mL), dried using anhydrous sodium sulfate, and concentrated to yield N-(3,5-Dimethoxy-phenyl)-2,2,2-trifluo... The reactants are N1CCC(CC1)NC(CCCCCC=1N=NNC1)=O (N-(Piperidin-4-yl)-6-(1H-1,2,3-triazol-4-yl)hexanamide), C(OCC1=CC(=CC(=C1)Cl)Cl)(=O)Cl (3,5-dichlorobenzyl carbonochloridate), [OH-].[Na+] (sodium hydroxide). Solvent: C(Cl)Cl (DCM). Conditions: time 5 hour. Product: N1N=NC(=C1)CCCCCC(=O)NC1CCN(CC1)C(=O)OCC1=CC(=CC(=C1)Cl)Cl (3,5-Dichlorobenzyl 4-(6-(1H-1,2,3-triazol-4-yl)hexanamido)piperidine-1-carboxylate). RXN SMILES: [NH:1]1[CH2:6][CH2:5][CH:4]([NH:7][C:8](=[O:19])[CH2:9][CH2:10][CH2:11][CH2:12][CH2:13][C:14]2[N:15]=[N:16][NH:17][CH:18]=2)[CH2:3][CH2:2]1.[C:20](Cl)(=[O:31])[O:21][CH2:22][C:23]1[CH:28]=[C:27]([Cl:29])[CH:26]=[C:25]([Cl:30])[CH:24]=1.[OH-].[Na+]>C(Cl)Cl>[NH:17]1[CH:18]=[C:14]([CH2:13][CH2:12][CH2:11][CH2:10][CH2:9][C:8]([NH:7][CH:4]2[CH2:3][CH2:2][N:1]([C:20]([O:21][CH2:22][C:23]3[CH:24]=[C:25]([Cl:30])[CH:26]=[C:27]([Cl:29])[CH:28]=3)=[O:31])[CH2:6][CH2:5]2)=[O:19])[N:15]=[N:16]1 |f:2.3|. Reported procedure: N-(Piperidin-4-yl)-6-(1H-1,2,3-triazol-4-yl)hexanamide (135 mg, 0.509 mmol) in DCM (50 ml) was treated with 3,5-dichlorobenzyl carbonochloridate (134 mg, 0.560 mmol) and 2M sodium hydroxide (25 ml, 50 mmol). The reaction mixture was stirred at room temperature for 5 hrs. The organics were removed, dried over MgSO4, filtered and concentrated under reduced pressure. The residue was purified by mass directed preparative LC to give the title compound, after concentration of the relevant fractions. Starting materials: BrCC(O)C1=CC(=CC=C1)Br (2-Bromo-1-(3-bromo-phenyl)-ethanol), N1C=NC=C1 (imidazole), CN(C)C1=NC=CC=C1 (dimethylaminopyridine), Cl[Si](C)(C)C (Chloro-trimethyl-silane). Run in CN(C)C=O (DMF), C([O-])(O)=O.[Na+] (sodium bicarbonate). Run at time 2 hour. The product is BrCC(O[Si](C)(C)C)C1=CC(=CC=C1)Br ([2-Bromo-1-(3-bromo-phenyl)-ethoxy]-trimethyl-silane). RXN SMILES: [Br:1][CH2:2][CH:3]([C:5]1[CH:10]=[CH:9][CH:8]=[C:7]([Br:11])[CH:6]=1)[OH:4].N1C=CN=C1.CN(C1C=CC=CN=1)C.Cl[Si:27]([CH3:30])([CH3:29])[CH3:28]>CN(C=O)C.C(=O)(O)[O-].[Na+]>[Br:1][CH2:2][CH:3]([C:5]1[CH:10]=[CH:9][CH:8]=[C:7]([Br:11])[CH:6]=1)[O:4][Si:27]([CH3:30])([CH3:29])[CH3:28] |f:5.6|. Procedure details: To a solution of 2-Bromo-1-(3-bromo-phenyl)-ethanol (4.72 g, 16.9 mmol), imidazole (5.75 g, 84.5 mmol) and dimethylaminopyridine (1.03 g, 8.45 mmol) in DMF at 0° C. was added Chloro-trimethyl-silane (4.56 mL, 3.90 mmol) dropwise. Stirring continued at 0° C. for 2 hours and was then warmed to RT. The mixture was diluted with saturated sodium bicarbonate and extracted with ethyl acetate. The organics were washed with water and brine, dried over anhydrous sodium sulfate, filtered and concentrated i...